Task: describe an organic reaction: reactants, conditions, products, and yield. Dataset: the Open Reaction Database (ORD), a public repository of structured organic reaction records Reactants: O (water), COC1=CC=C(C=C1)C(CCC(=O)O)=O (4-(4-methoxyphenyl)-4-oxo-butyric acid), N(N)C1=NC=CC=C1 (2-hydrazinopyridine), C1(=CC=C(C=C1)S(=O)(=O)O)C (p-toluene sulfonic acid). The solvent is C1=CC=CC=C1 (benzene). Product: COC1=CC=C(C=C1)C=1CCC(N(N1)C1=NC=CC=C1)=O (6-(4-Methoxy-phenyl)-2-pyridin-2-yl-4,5-dihydro-2H-pyridazin-3-one). Reaction SMILES: [CH3:1][O:2][C:3]1[CH:8]=[CH:7][C:6]([C:9](=O)[CH2:10][CH2:11][C:12]([OH:14])=O)=[CH:5][CH:4]=1.[NH:16]([C:18]1[CH:23]=[CH:22][CH:21]=[CH:20][N:19]=1)[NH2:17].C1(C)C=CC(S(O)(=O)=O)=CC=1.O>C1C=CC=CC=1>[CH3:1][O:2][C:3]1[CH:4]=[CH:5][C:6]([C:9]2[CH2:10][CH2:11][C:12](=[O:14])[N:16]([C:18]3[CH:23]=[CH:22][CH:21]=[CH:20][N:19]=3)[N:17]=2)=[CH:7][CH:8]=1. Procedure: In a 1 neck round bottom flask equipped with a Dean-Stark trap and condenser, 4-(4-methoxyphenyl)-4-oxo-butyric acid (5.0 g, 20 mmol), 2-hydrazinopyridine (3.9 g, 36 mmol) and p-toluene sulfonic acid (0.3 g) in 100 mL benzene were heated to reflux for 2 h while water was removed. The reaction was cooled to rt, an equal volume of Et2O was added and the product collected; Mp>300° C. This solid was dissolved in HOAc (50 mL) and heated at 100° C. for 6 h. The reaction was concentrated, dissolved in ... The reactants are NCCCN(C)C1=NC=CC=C1 (2-[N-(3-aminopropyl)-N-methylamino]pyridine), CSC1=NC=C(C(N1)=O)CC1=CC(=CC=C1)Cl (2-methylthio-5-(3-chlorobenzyl)pyrimid-4-one). Run in N1=CC=CC=C1 (pyridine). The product is CN(C1=NC=CC=C1)CCCNC1=NC=C(C(N1)=O)CC1=CC(=CC=C1)Cl (2-[3-(N-methyl-N-pyrid-2-ylamino) propylamino]-5-(3-chlorobenzyl)pyrimid-4-one). As a reaction SMILES: [NH2:1][CH2:2][CH2:3][CH2:4][N:5]([C:7]1[CH:12]=[CH:11][CH:10]=[CH:9][N:8]=1)[CH3:6].CS[C:15]1[NH:20][C:19](=[O:21])[C:18]([CH2:22][C:23]2[CH:28]=[CH:27][CH:26]=[C:25]([Cl:29])[CH:24]=2)=[CH:17][N:16]=1>N1C=CC=CC=1>[CH3:6][N:5]([CH2:4][CH2:3][CH2:2][NH:1][C:15]1[NH:20][C:19](=[O:21])[C:18]([CH2:22][C:23]2[CH:28]=[CH:27][CH:26]=[C:25]([Cl:29])[CH:24]=2)=[CH:17][N:16]=1)[C:7]1[CH:12]=[CH:11][CH:10]=[CH:9][N:8]=1. Procedure: 2-[N-(3-aminopropyl)-N-methylamino]pyridine (0.74 g) and 2-methylthio-5-(3-chlorobenzyl)pyrimid-4-one (0.8 g) were heated together under reflux in pyridine (2.5 ml) for 26 hr. After stripping, the residue was recrystallised three times from ethanol/water to give 2-[3-(N-methyl-N-pyrid-2-ylamino) propylamino]-5-(3-chlorobenzyl)pyrimid-4-one 1H2O, 0.7 g (58%) mp 105°-7° C. Reactants: CCN(CC)CCNC(=O)C=1C(=C(NC1C)/C=C\2/C=3C=C(C=CC3NC2=O)F)C.Cl (Sunitinib hydrochloride), [OH-].[Na+] (NaOH). The solvent is O (H2O). Reaction conditions: temperature 90 celsius. The product is CCN(CC)CCNC(=O)C=1C(=C(NC1C)/C=C\2/C=3C=C(C=CC3NC2=O)F)C (sunitinib). The yield is 73.1%. RXN SMILES: [CH3:1][CH2:2][N:3]([CH2:6][CH2:7][NH:8][C:9]([C:11]1[C:12]([CH3:29])=[C:13](/[CH:17]=[C:18]2/[C:19]3[CH:20]=[C:21]([F:28])[CH:22]=[CH:23][C:24]=3[NH:25][C:26]/2=[O:27])[NH:14][C:15]=1[CH3:16])=[O:10])[CH2:4][CH3:5].Cl.[OH-].[Na+]>O>[CH3:1][CH2:2][N:3]([CH2:6][CH2:7][NH:8][C:9]([C:11]1[C:12]([CH3:29])=[C:13](/[CH:17]=[C:18]2/[C:19]3[CH:20]=[C:21]([F:28])[CH:22]=[CH:23][C:24]=3[NH:25][C:26]/2=[O:27])[NH:14][C:15]=1[CH3:16])=[O:10])[CH2:4][CH3:5] |f:0.1,2.3|. Procedure details: Sunitinib hydrochloride (1.0 g) and H2O (60 mL) was added into a flask in r.t. and heated to 90° C., the mixture turned clear, pH of the mixture was adjusted to 8˜9 with 1N NaOH and cooled r.t. stirred over night, filtered, washed, dried in vacuo to give 0.67 g of crude sunitinib with 99.0% purity by HPLC analysis in 78.3% yield. Reactants: C1OC=2C=C(C=O)C=CC2O1 (3,4-(methylenedioxy)benzaldehyde), C(C)N1C2=CC=CC=C2C=2C=C(C=CC12)C1OC(=O)C2=CC(=CC=C12)N(C)C (3-(9-ethyl-3-carbazolyl)-6-dimethylaminophthalide), CN(C=1C=C(C(=O)O)C=CC1)C (3-dimethylaminobenzoic acid). Solvent: C(C)(=O)OC(C)=O (acetic anhydride). The product is C1OC=2C=C(C=CC2O1)C1OC(=O)C2=CC(=CC=C12)N(C)C (3-(3,4-methylenedioxyphenyl)-6-dimethylaminophthalide). Yield: 6.1%. Reaction SMILES: [CH2:1]1[O:11][C:10]2[CH:9]=[CH:8][C:5]([CH:6]=[O:7])=[CH:4][C:3]=2[O:2]1.[CH3:12][N:13]([CH3:23])[C:14]1[CH:15]=[C:16]([CH:20]=[CH:21][CH:22]=1)[C:17](O)=[O:18].C(N1C2C=CC(C3C4C(=CC(N(C)C)=CC=4)C(=O)O3)=CC=2C2C1=CC=CC=2)C>C(OC(=O)C)(=O)C>[CH2:1]1[O:11][C:10]2[CH:9]=[CH:8][C:5]([CH:6]3[C:20]4[C:16](=[CH:15][C:14]([N:13]([CH3:23])[CH3:12])=[CH:22][CH:21]=4)[C:17](=[O:18])[O:7]3)=[CH:4][C:3]=2[O:2]1. Reported procedure: Following a procedure similar to that described in Example 1, part A above, 7.5 g of 3,4-(methylenedioxy)benzaldehyde and 9.1 g of 3-dimethylaminobenzoic acid were interacted in acetic anhydride to obtain 0.9 g of 3-(3,4-methylenedioxyphenyl)-6-dimethylaminophthalide (Formula II: R=CH3 ; X=H; Y=1-[3,4-(OCH2O)C6H3 ]) a light yellow solid melting over the range 134°-143° C. The reactants are C(C)(C)(C)OC([C@@H](NC(CN(C1CCCC1)C([C@@H](NC(=O)OCC1=CC=CC=C1)C)=O)=O)CC1=CC=CC=C1)=O (N-Carbobenzoxy-L-alanyl-N-cyclopentylglycyl-L-phenylalanine tert-butyl ester), C(C(=O)O)(=O)O (oxalic acid). Reagents/catalysts: [C].[Pd] (palladium-carbon). Solvent: CO (methanol). Yields the product C(C(=O)O)(=O)O.C(C)(C)(C)OC([C@@H](NC(CN(C1CCCC1)C([C@@H](N)C)=O)=O)CC1=CC=CC=C1)=O (L-alanyl-N-cyclopentylglycyl-L-phenylalanine tert-butyl ester oxalate). Yield: 97.6%. Reaction SMILES: [C:1]([O:5][C:6](=[O:40])[C@H:7]([CH2:33][C:34]1[CH:39]=[CH:38][CH:37]=[CH:36][CH:35]=1)[NH:8][C:9](=[O:32])[CH2:10][N:11]([C:17](=[O:31])[C@H:18]([CH3:30])[NH:19]C(OCC1C=CC=CC=1)=O)[CH:12]1[CH2:16][CH2:15][CH2:14][CH2:13]1)([CH3:4])([CH3:3])[CH3:2].[C:41]([OH:46])(=[O:45])[C:42]([OH:44])=[O:43]>CO.[C].[Pd]>[C:41]([OH:46])(=[O:45])[C:42]([OH:44])=[O:43].[C:1]([O:5][C:6](=[O:40])[C@H:7]([CH2:33][C:34]1[CH:35]=[CH:36][CH:37]=[CH:38][CH:39]=1)[NH:8][C:9](=[O:32])[CH2:10][N:11]([C:17](=[O:31])[C@H:18]([CH3:30])[NH2:19])[CH:12]1[CH2:16][CH2:15][CH2:14][CH2:13]1)([CH3:2])([CH3:3])[CH3:4] |f:3.4,5.6|. Reported procedure: N-Carbobenzoxy-L-alanyl-N-cyclopentylglycyl-L-phenylalanine tert-butyl ester (6.7 g) is dissolved in 100 ml of methanol, and according to the procedure of Reference Example 3, catalytic reduction is conducted in the presence of 1 g of oxalic acid and 1.5 g of 5% palladium-carbon (water content 50%). By the above procedure there is obtained 5.5 g of L-alanyl-N-cyclopentylglycyl-L-phenylalanine tert-butyl ester oxalate as colorless powder. Starting materials: BrC1=CC(=C(C=C1)N(CC)CC)C ((4-bromo-2-methylphenyl)diethylamine), B(OC(C)C)(OC(C)C)OC(C)C (triisopropyl borate), solution, C(CCC)[Li] (n-butyllithium). The product is C(C)N(C1=C(C=C(C=C1)B(O)O)C)CC (4-diethylamino-3-methylphenylboronic acid). Yield: 111.2%. RXN SMILES: Br[C:2]1[CH:7]=[CH:6][C:5]([N:8]([CH2:11][CH3:12])[CH2:9][CH3:10])=[C:4]([CH3:13])[CH:3]=1.C([Li])CCC.[B:19](OC(C)C)([O:24]C(C)C)[O:20]C(C)C>>[CH2:9]([N:8]([CH2:11][CH3:12])[C:5]1[CH:6]=[CH:7][C:2]([B:19]([OH:24])[OH:20])=[CH:3][C:4]=1[CH3:13])[CH3:10]. Reported procedure: In a manner similar to that of Example 1c, by reacting 8 g of (4-bromo-2-methylphenyl)diethylamine (33 mmol) with 16 mL of a 2.5 M solution of n-butyllithium and 11.5 mL (50 mmol) of triisopropyl borate, 7.6 g of 4-diethylamino-3-methylphenylboronic acid (yield=100%) are obtained in the form of a thick oil.